This data is from the Open Reaction Database (ORD), a public repository of structured organic reaction records. The task is: describe an organic reaction: reactants, conditions, products, and yield Reactants: Oc1ccnc2cc(Br)ccc12, C=O, [Na+], [OH-]. Product: OCc1cnc2cc(Br)ccc2c1O. Reaction SMILES: [Br:1][c:2]1[cH:3][cH:4][c:5]2[c:6]([OH:12])[cH:7][cH:8][n:9][c:10]2[cH:11]1.[CH2:13]=[O:14].[Na+:16].[OH-:15]>>[Br:1][c:2]1[cH:3][cH:4][c:5]2[c:6]([OH:12])[c:7]([CH2:13][OH:14])[cH:8][n:9][c:10]2[cH:11]1. Starting materials: COc1cc2ncnc(Cl)c2cc1OC, Fc1ccc2c(c1)NCC2, N#N. Yields the product COc1cc2ncnc(N3CCc4ccc(F)cc43)c2cc1OC. RXN SMILES: [Cl:11][c:12]1[n:13][cH:14][n:15][c:16]2[cH:17][c:18]([O:24][CH3:25])[c:19]([O:22][CH3:23])[cH:20][c:21]12.[F:1][c:2]1[cH:3][cH:4][c:5]2[c:9]([cH:10]1)[NH:8][CH2:7][CH2:6]2.[N:26]#[N:27]>>[F:1][c:2]1[cH:3][cH:4][c:5]2[c:9]([cH:10]1)[N:8]([c:12]1[n:13][cH:14][n:15][c:16]3[cH:17][c:18]([O:24][CH3:25])[c:19]([O:22][CH3:23])[cH:20][c:21]13)[CH2:7][CH2:6]2. The reactants are CC(=O)O[BH-](OC(C)=O)OC(C)=O, CCc1nc2ccccc2n1-c1nc(N2CCOCC2)c2nc(C=O)n(C)c2n1, CN1CCN(C2CNC2)CC1=O, [Na+]. Product: CCc1nc2ccccc2n1-c1nc(N2CCOCC2)c2nc(CN3CC(N4CCN(C)C(=O)C4)C3)n(C)c2n1. RXN SMILES: [C:42]([O:43][BH-:44]([O:45][C:46](=[O:47])[CH3:48])[O:49][C:50](=[O:51])[CH3:52])(=[O:53])[CH3:54].[CH2:1]([CH3:2])[c:3]1[n:4][c:5]2[c:6]([n:7]1-[c:8]1[n:9][c:10]([N:20]3[CH2:21][CH2:22][O:23][CH2:24][CH2:25]3)[c:11]3[n:12][c:13]([CH:18]=[O:19])[n:14]([CH3:17])[c:15]3[n:16]1)[cH:26][cH:27][cH:28][cH:29]2.[NH:30]1[CH2:31][CH:32]([N:34]2[CH2:35][C:36](=[O:41])[N:37]([CH3:40])[CH2:38][CH2:39]2)[CH2:33]1.[Na+:55]>>[CH2:1]([CH3:2])[c:3]1[n:4][c:5]2[c:6]([n:7]1-[c:8]1[n:9][c:10]([N:20]3[CH2:21][CH2:22][O:23][CH2:24][CH2:25]3)[c:11]3[n:12][c:13]([CH2:18][N:30]4[CH2:31][CH:32]([N:34]5[CH2:35][C:36](=[O:41])[N:37]([CH3:40])[CH2:38][CH2:39]5)[CH2:33]4)[n:14]([CH3:17])[c:15]3[n:16]1)[cH:26][cH:27][cH:28][cH:29]2. The reactants are C(C)(=O)O[BH-](OC(C)=O)OC(C)=O.[Na+] (sodium triacetoxyborohydride), CCN(C(C)C)C(C)C (DIEA), Cl.CNC (dimethylamine hydrochloride), ClC=1C=2N(C=CN1)C(=NC2I)C2CC(C2)=O (3-(8-chloro-1-iodo-imidazo[1,5-a]pyrazin-3-yl)-cyclobutanone). The solvent is C1CCOC1 (THF). Reaction conditions: time 8 hour. Yields the product ClC=1C=2N(C=CN1)C(=NC2I)C2CC(C2)N(C)C ([3-(8-Chloro-1-iodo-imidazo[1,5-a]pyrazin-3-yl)-cyclobutyl]-dimethyl-amine). Reaction SMILES: [Cl:1][C:2]1[C:3]2[N:4]([C:8]([CH:12]3[CH2:15][C:14](=O)[CH2:13]3)=[N:9][C:10]=2[I:11])[CH:5]=[CH:6][N:7]=1.C[CH2:18][N:19](C(C)C)[CH:20](C)C.Cl.CNC.C(O[BH-](OC(=O)C)OC(=O)C)(=O)C.[Na+]>C1COCC1>[Cl:1][C:2]1[C:3]2[N:4]([C:8]([CH:12]3[CH2:15][CH:14]([N:19]([CH3:20])[CH3:18])[CH2:13]3)=[N:9][C:10]=2[I:11])[CH:5]=[CH:6][N:7]=1 |f:2.3,4.5|. Reported procedure: To a dry flask loaded with 3-(8-chloro-1-iodo-imidazo[1,5-a]pyrazin-3-yl)-cyclobutanone (400.0 mg, 1.15 mmol) in THF (9.0 mL) was added DIEA (0.42 ml, 2.42 mmol), dimethylamine hydrochloride (0.19 g, 2.30 mmol) followed by sodium triacetoxyborohydride (539 mg, 2.42 mmol) at rt. The resulting mixture was stirred at room temperature overnight. The reaction mixture was extracted with aq. Solution of NaHCO3 (2×30 mL). The aq.—layer was back-extracted with EtOAc (2×100 mL), dried (Na2SO4) and concent... Reactants: FC=1C=CC(=C(C1)N)C1=CC2=CC=C(C=C2C=C1)OC (5-fluoro-2-(6-methoxynaphthalen-2-yl)phenylamine), BrC1=CC(=C(OCCN2CCCCC2)C=C1)F (1-[2-(4-bromo-2-fluorophenoxy)ethyl]piperidine), FC=1C=CC(=C(C1)NC1=CC(=C(C=C1)OCCN1CCCCC1)F)C1=CC2=CC=C(C=C2C=C1)OC ([5-fluoro-2-(6-methoxynaphthalen-2-yl)phenyl][3-fluoro-4-(2-piperidin-1-ylethoxy)phenyl]amine). Product: FC1=CC(=C(C=C1)C=1C=C2C=CC(=CC2=CC1)O)NC1=CC(=C(C=C1)OCCN1CCCCC1)F (6-{4-Fluoro-2-[3-fluoro-4-(2-piperidin-1-ylethoxy)phenylamino]phenyl}naphthalen-2-ol). The yield is 96.6%. Reaction SMILES: FC1C=CC(C2C=CC3C(=CC=C(OC)C=3)C=2)=C(N)C=1.BrC1C=CC(OCCN2CCCCC2)=C(F)C=1.[F:38][C:39]1[CH:40]=[CH:41][C:42]([C:62]2[CH:71]=[CH:70][C:69]3[C:64](=[CH:65][CH:66]=[C:67]([O:72]C)[CH:68]=3)[CH:63]=2)=[C:43]([NH:45][C:46]2[CH:51]=[CH:50][C:49]([O:52][CH2:53][CH2:54][N:55]3[CH2:60][CH2:59][CH2:58][CH2:57][CH2:56]3)=[C:48]([F:61])[CH:47]=2)[CH:44]=1>>[F:38][C:39]1[CH:40]=[CH:41][C:42]([C:62]2[CH:63]=[C:64]3[C:69](=[CH:70][CH:71]=2)[CH:68]=[C:67]([OH:72])[CH:66]=[CH:65]3)=[C:43]([NH:45][C:46]2[CH:51]=[CH:50][C:49]([O:52][CH2:53][CH2:54][N:55]3[CH2:56][CH2:57][CH2:58][CH2:59][CH2:60]3)=[C:48]([F:61])[CH:47]=2)[CH:44]=1. Reported procedure: Synthesized from 5-fluoro-2-(6-methoxynaphthalen-2-yl)phenylamine and 1-[2-(4-bromo-2-fluorophenoxy)ethyl]piperidine according to an analogous synthetic method to Example 116, [5-fluoro-2-(6-methoxynaphthalen-2-yl)phenyl][3-fluoro-4-(2-piperidin-1-ylethoxy)phenyl]amine (406 mg) was used according to an analogous synthetic method to Example 111 to provide the title compound (381 mg). As a reaction SMILES: [N+](=[CH2:3])=[N-].[CH2:4]([C:6]1[S:7][C:8]([C:11]([OH:13])=[O:12])=[CH:9][N:10]=1)[CH3:5]>C(Cl)Cl>[CH2:4]([C:6]1[S:7][C:8]([C:11]([O:13][CH3:3])=[O:12])=[CH:9][N:10]=1)[CH3:5]. Procedure: A solution of diazomethane in methylene chloride was added to a suspension of 10.45 g of 2-ethyl-thiazole-5-carboxylic acid in 30 ml of methylene chloride until efferversence stopped and the methylene chloride was distilled. The oily residue was chromatographed over silica and was eluted with a 1:1 mixture of benzene-ethyl acetate to obtain 11.3g of methyl 2-ethyl-thiazole-5-carboxylate. Solvent: C(Cl)Cl (methylene chloride), C(Cl)Cl (methylene chloride). Product: C(C)C=1SC(=CN1)C(=O)OC (methyl 2-ethyl-thiazole-5-carboxylate). The reactants are [N+](=[N-])=C (diazomethane), C(C)C=1SC(=CN1)C(=O)O (2-ethyl-thiazole-5-carboxylic acid). Starting materials: COC(=O)c1cccc(-c2cnc(N)c(-c3nc4ccccc4s3)c2)c1, [K+], [K+], O=C([O-])[O-], C1COCCO1, O. Yields the product Nc1ncc(-c2cccc(C(=O)O)c2)cc1-c1nc2ccccc2s1. RXN SMILES: [CH3:1][O:2][C:3]([c:4]1[cH:5][c:6](-[c:10]2[cH:11][n:12][c:13]([NH2:25])[c:14](-[c:16]3[s:17][c:18]4[c:19]([n:20]3)[cH:21][cH:22][cH:23][cH:24]4)[cH:15]2)[cH:7][cH:8][cH:9]1)=[O:26].[K+:27].[K+:28].[O-:29][C:30]([O-:31])=[O:32].[O:33]1[CH2:34][CH2:35][O:36][CH2:37][CH2:38]1.[OH2:39]>>[O:2]=[C:3]([c:4]1[cH:5][c:6](-[c:10]2[cH:11][n:12][c:13]([NH2:25])[c:14](-[c:16]3[s:17][c:18]4[c:19]([n:20]3)[cH:21][cH:22][cH:23][cH:24]4)[cH:15]2)[cH:7][cH:8][cH:9]1)[OH:26]. Procedure: Sodium methoxide (40 mL of a 4 M methanolic solution) was added to a solution of 2-carboxybenzaldehyde 1d (1.000 g, 7.455 mmol) and phthalide 2d (1.119 g, 7.455 mmol) in ethyl acetate (20 mL). The solution was heated at 65° C. for 18 h, concentrated, and acidified with concd HCl. The resulting mixture was diluted with benzene (125 mL), TsOH (100 mg) was added, and the solution was heated for 7 h at reflux in a flask affixed with a Dean-Stark trap. The solution was cooled to room temperature, con... Run in C(C)(=O)OCC (ethyl acetate). Starting materials: C[O-].[Na+] (Sodium methoxide), methanolic solution, C(=O)(O)C1=C(C=O)C=CC=C1 (2-carboxybenzaldehyde), C1(=O)OCC2=CC=CC=C12 (phthalide). The yield is 85.5%. Yields the product C1=CC=CC2=C1C1=C(OC2=O)C=2C=CC=CC2C1=O (Benz[d]indeno[1,2-b]pyran-5,11-dione). As a reaction SMILES: C[O-].[Na+].[C:4]([C:7]1[CH:14]=[CH:13][CH:12]=[CH:11][C:8]=1[CH:9]=[O:10])([OH:6])=O.[C:15]1([C:24]2[C:19](=[CH:20][CH:21]=[CH:22][CH:23]=2)[CH2:18]O1)=[O:16]>C(OCC)(=O)C>[CH:20]1[C:19]2[C:18]3[C:9](=[O:10])[C:8]4[CH:11]=[CH:12][CH:13]=[CH:14][C:7]=4[C:4]=3[O:6][C:15](=[O:16])[C:24]=2[CH:23]=[CH:22][CH:21]=1 |f:0.1|. Reaction conditions: temperature 65 celsius. Reported procedure: 900 mg of 2-(2-{2-[4-(3-methoxyphenyl)butyl]phenoxy}ethyl)-1-methylpyrrolidine [prepared as described in step (a) above] were dissolved in a small amount of dioxane, and 0.8 ml of a 4N solution of hydrogen chloride in dioxane was added to the resulting solution. The solution was then shaken, after which it was concentrated by distillation under reduced pressure. The concentrate was dissolved in 15 ml of ethyl acetate, and the resulting solution was allowed to stand at room temperature. The cryst... Run in O1CCOCC1 (dioxane), solution, O1CCOCC1 (dioxane). The product is Cl.COC=1C=C(C=CC1)CCCCC1=C(OCCC2N(CCC2)C)C=CC=C1 (2-(2-{2-[4-(3-Methoxyphenyl)butyl]phenoxy]ethyl)-1-methylpyrrolidine hydrochloride). Reaction SMILES: [CH3:1][O:2][C:3]1[CH:4]=[C:5]([CH2:9][CH2:10][CH2:11][CH2:12][C:13]2[CH:27]=[CH:26][CH:25]=[CH:24][C:14]=2[O:15][CH2:16][CH2:17][CH:18]2[CH2:22][CH2:21][CH2:20][N:19]2[CH3:23])[CH:6]=[CH:7][CH:8]=1.[ClH:28]>O1CCOCC1>[ClH:28].[CH3:1][O:2][C:3]1[CH:4]=[C:5]([CH2:9][CH2:10][CH2:11][CH2:12][C:13]2[CH:27]=[CH:26][CH:25]=[CH:24][C:14]=2[O:15][CH2:16][CH2:17][CH:18]2[CH2:22][CH2:21][CH2:20][N:19]2[CH3:23])[CH:6]=[CH:7][CH:8]=1 |f:3.4|. Isolated yield 35.0%. The reactants are COC=1C=C(C=CC1)CCCCC1=C(OCCC2N(CCC2)C)C=CC=C1 (2-(2-{2-[4-(3-methoxyphenyl)butyl]phenoxy}ethyl)-1-methylpyrrolidine), Cl (hydrogen chloride). The reactants are ClC=1C=C(C(=O)NC=2C=C(C(=CC2)C)C2=CC=C(C=C2)C(=O)NCC2CC2)C=CN1 (2-chloro-N-(4′-{[(cyclopropylmethyl)amino]carbonyl}-6-methyl-1,1′-biphenyl-3-yl)isonicotinamide), COCC1NCCC1 (2-(methoxymethyl)pyrrolidine). Solvent: CS(=O)C (DMSO). The product is C1(CC1)CNC(=O)C1=CC=C(C=C1)C1=CC(=CC=C1C)NC(C1=CC(=NC=C1)N1C(CCC1)COC)=O (N-(4′-{[(Cyclopropylmethyl)amino]carbonyl}-6-methyl1,1′-biphenyl-3-yl)-2-(2-methoxymethylpyrrolidin-1-yl)isonicotinamide). As a reaction SMILES: Cl[C:2]1[CH:3]=[C:4]([CH:28]=[CH:29][N:30]=1)[C:5]([NH:7][C:8]1[CH:9]=[C:10]([C:15]2[CH:20]=[CH:19][C:18]([C:21]([NH:23][CH2:24][CH:25]3[CH2:27][CH2:26]3)=[O:22])=[CH:17][CH:16]=2)[C:11]([CH3:14])=[CH:12][CH:13]=1)=[O:6].[CH3:31][O:32][CH2:33][CH:34]1[CH2:38][CH2:37][CH2:36][NH:35]1>CS(C)=O>[CH:25]1([CH2:24][NH:23][C:21]([C:18]2[CH:19]=[CH:20][C:15]([C:10]3[C:11]([CH3:14])=[CH:12][CH:13]=[C:8]([NH:7][C:5](=[O:6])[C:4]4[CH:28]=[CH:29][N:30]=[C:2]([N:35]5[CH2:36][CH2:37][CH2:38][CH:34]5[CH2:33][O:32][CH3:31])[CH:3]=4)[CH:9]=3)=[CH:16][CH:17]=2)=[O:22])[CH2:27][CH2:26]1. Procedure: A solution of 2-chloro-N-(4′-{[(cyclopropylmethyl)amino]carbonyl}-6-methyl-1,1′-biphenyl-3-yl)isonicotinamide (50 mg, 0.12 mmol) and 2-(methoxymethyl)pyrrolidine (1 ml) in DMSO (1 ml) was heated at 140° C. for 24 h in a sealed tube. The reaction was concentrated under vacuum, the residue chromatographed on an SPE (C18) eluting with a water/acetonitrile gradient, to give, after evaporation of the solvents under vacuum N-(4′-{[(cyclopropylmethyl)amino]carbonyl}-6-methyl-1,1′-biphenyl-3-yl)-2-(2-me...